describe an organic reaction: reactants, conditions, products, and yield From a dataset of the Open Reaction Database (ORD), a public repository of structured organic reaction records. Starting materials: CCO, Clc1nnc(Cl)c2sccc12, Nc1ccc(Cl)cc1. Yields the product Clc1ccc(Nc2nnc(Cl)c3sccc23)cc1. As a reaction SMILES: [CH3:20][CH2:21][OH:22].[Cl:1][c:2]1[c:3]2[c:4]([c:5]([Cl:8])[n:6][n:7]1)[s:9][cH:10][cH:11]2.[NH2:12][c:13]1[cH:14][cH:15][c:16]([Cl:17])[cH:18][cH:19]1>>[c:2]1([NH:12][c:13]2[cH:14][cH:15][c:16]([Cl:17])[cH:18][cH:19]2)[c:3]2[c:4]([c:5]([Cl:8])[n:6][n:7]1)[s:9][cH:10][cH:11]2. Reactants: BrCCCCBr, Br, O=C([O-])[O-], CC#N, ClCCl, [K+], [K+], CC(N)CO. Yields the product CC(CO)N1CCCC1. RXN SMILES: [Br:12][CH2:13][CH2:14][CH2:15][CH2:16][Br:17].[BrH:18].[C:1](=[O:2])([O-:3])[O-:4].[CH3:19][C:20]#[N:21].[Cl:22][CH2:23][Cl:24].[K+:5].[K+:6].[NH2:7][CH:8]([CH2:9][OH:10])[CH3:11]>>[N:7]1([CH:8]([CH2:9][OH:10])[CH3:11])[CH2:13][CH2:14][CH2:15][CH2:16]1. The reactants are C[Al](C)C (trimethylaluminum), C(CC)NCCC (dipropylamine), solution, ClC1=CC2=C(C(C3=C(C(N2)=O)NN=C3C(=O)OCC)=O)C=C1 (7-chloro-3-(ethoxycarbonyl)pyrazolo[3,4-c][1]benzazepine-4,10(1H,9H)-dione). Run in C1(=CC=CC=C1)C (toluene), C1(=CC=CC=C1)C (toluene), C1(=CC=CC=C1)C (toluene). Run at time 45 hour. The product is ClC1=CC2=C(C(C3=C(C(N2)=O)NN=C3C(N(CCC)CCC)=O)=O)C=C1 (7-Chloro-3-(dipropylcarbamoyl)pyrazolo[3,4-c][1]benzazepine-4,10(1H,9H)-dione). The yield is 31.0%. As a reaction SMILES: C[Al](C)C.[CH2:5]([NH:8][CH2:9][CH2:10][CH3:11])[CH2:6][CH3:7].[Cl:12][C:13]1[CH:33]=[CH:32][C:16]2[C:17](=[O:31])[C:18]3[C:25]([C:26]([O:28]CC)=O)=[N:24][NH:23][C:19]=3[C:20](=[O:22])[NH:21][C:15]=2[CH:14]=1>C1(C)C=CC=CC=1>[Cl:12][C:13]1[CH:33]=[CH:32][C:16]2[C:17](=[O:31])[C:18]3[C:25]([C:26](=[O:28])[N:8]([CH2:9][CH2:10][CH3:11])[CH2:5][CH2:6][CH3:7])=[N:24][NH:23][C:19]=3[C:20](=[O:22])[NH:21][C:15]=2[CH:14]=1. Procedure details: To a solution of trimethylaluminum in toluene (4.68 mL, 9.38 mmol) was added dipropylamine (1.29 mL, 9.38 mmol) and the solution was stirred for 45 hours. A portion (1.9 mL) of this solution was added to a solution of 7-chloro-3-(ethoxycarbonyl)pyrazolo[3,4-c][1]benzazepine-4,10(1H,9H)-dione (500 mg, 1.56 mmol) in toluene (2 mL). Additional toluene (7 mL) was added. The solution was stirred for 70 minutes at room temperature and then quenched with 1N hydrochloric acid (9.3 mL). The layers were s... Starting materials: Cc1cccc2nc(SCc3ccc(C(=O)c4ccc(C(=O)O)cc4)cc3)n(C)c(=O)c12, C1CCN(C2CCNCC2)CC1, CN(C)C=O. Yields the product Cc1cccc2nc(SCc3ccc(C(=O)c4ccc(C(=O)N5CCC(N6CCCCC6)CC5)cc4)cc3)n(C)c(=O)c12. RXN SMILES: [C:1](=[O:2])([OH:3])[c:4]1[cH:5][cH:6][c:7]([C:8](=[O:9])[c:10]2[cH:11][cH:12][c:13]([CH2:14][S:15][c:16]3[n:17][c:18]4[cH:19][cH:20][cH:21][c:22]([CH3:28])[c:23]4[c:24](=[O:27])[n:25]3[CH3:26])[cH:29][cH:30]2)[cH:31][cH:32]1.[N:33]1([CH:39]2[CH2:40][CH2:41][NH:42][CH2:43][CH2:44]2)[CH2:34][CH2:35][CH2:36][CH2:37][CH2:38]1.[O:45]=[CH:46][N:47]([CH3:48])[CH3:49]>>[C:1](=[O:3])([c:4]1[cH:5][cH:6][c:7]([C:8](=[O:9])[c:10]2[cH:11][cH:12][c:13]([CH2:14][S:15][c:16]3[n:17][c:18]4[cH:19][cH:20][cH:21][c:22]([CH3:28])[c:23]4[c:24](=[O:27])[n:25]3[CH3:26])[cH:29][cH:30]2)[cH:31][cH:32]1)[N:42]1[CH2:41][CH2:40][CH:39]([N:33]2[CH2:34][CH2:35][CH2:36][CH2:37][CH2:38]2)[CH2:44][CH2:43]1. Reactants: ClC1=CC=2CC3=CC(=CC=C3C2C=C1)Cl (2,7-dichlorofluorene), [Li]CCCC (n-BuLi), C(C)I (C2H5I). Run in C1CCOC1 (THF), C1CCOC1 (THF). Conditions: temperature -78 celsius, time 0.5 hour. Product: ClC1=CC=2C(C3=CC(=CC=C3C2C=C1)Cl)CC (2,7-dichloro-9-ethylfluorene). The yield is 119.3%. Reaction SMILES: [Cl:1][C:2]1[CH:14]=[CH:13][C:12]2[C:11]3[C:6](=[CH:7][C:8]([Cl:15])=[CH:9][CH:10]=3)[CH2:5][C:4]=2[CH:3]=1.[Li][CH2:17][CH2:18]CC.C(I)C>C1COCC1>[Cl:1][C:2]1[CH:14]=[CH:13][C:12]2[C:11]3[C:6](=[CH:7][C:8]([Cl:15])=[CH:9][CH:10]=3)[CH:5]([CH2:17][CH3:18])[C:4]=2[CH:3]=1. Reported procedure: To a solution of 2,7-dichlorofluorene (1.0 g, 4.3 mmol) in 3 mL of THF was added n-BuLi (2 mL, 5.0 mmol) at -78° C. under argon and the solution was stirred at -78° C. for 0.5 hours. A solution of C2H5I (0.78 g, 5.0 mmol) in 1 mL of THF was poured into the solution and stirred at -78° for 15 min, quenched with NH4Cl solution, concentrated and extracted the residue with ethyl acetate, dried with MgSO4 and evaporated to get the crude product which was purified by silica gel column chromatography u... Starting materials: C(C)(C)(C)OC(=O)N1CCC(=CC1)N(CC1=CC=C(C=C1)OC)C(C1=C(C(=CC(=C1)Cl)Cl)I)=O (4-[(3,5-Dichloro-2-iodo-benzoyl)-(4-methoxy-benzyl)-amino]-3,6-dihydro-2H-pyridine-1-carboxylic acid tert-butyl ester), C1=CC=C(C=C1)P(C2=CC=CC=C2)C3=CC=CC=C3 (PPh3), C(=O)([O-])[O-].[K+].[K+] (K2CO3). The reagents and catalysts are [N+](CCCC)(CCCC)(CCCC)CCCC.[Br-] (nBu4NBr), CC(=O)[O-].CC(=O)[O-].[Pd+2] (Pd(OAc)2). Solvent: C(C)#N (acetonitrile). Yields the product ClC=1C=C2C(N(C3(CCN(C=C3)C(=O)OC(C)(C)C)C2=C(C1)Cl)CC1=CC=C(C=C1)OC)=O (tert-butyl 5,7-dichloro-2-(4-methoxybenzyl)-3-oxo-2′,3′-dihydro-1′H-spiro[isoindoline-1,4′-pyridine]-1′-carboxylate). Yield: 47.7%. As a reaction SMILES: [C:1]([O:5][C:6]([N:8]1[CH2:13][CH:12]=[C:11]([N:14]([C:24](=[O:34])[C:25]2[CH:30]=[C:29]([Cl:31])[CH:28]=[C:27]([Cl:32])[C:26]=2I)[CH2:15][C:16]2[CH:21]=[CH:20][C:19]([O:22][CH3:23])=[CH:18][CH:17]=2)[CH2:10][CH2:9]1)=[O:7])([CH3:4])([CH3:3])[CH3:2].C1C=CC(P(C2C=CC=CC=2)C2C=CC=CC=2)=CC=1.C([O-])([O-])=O.[K+].[K+]>C(#N)C.[N+](CCCC)(CCCC)(CCCC)CCCC.[Br-].CC([O-])=O.CC([O-])=O.[Pd+2]>[Cl:32][C:27]1[CH:26]=[C:25]2[C:30](=[C:29]([Cl:31])[CH:28]=1)[C:11]1([CH:12]=[CH:13][N:8]([C:6]([O:5][C:1]([CH3:4])([CH3:3])[CH3:2])=[O:7])[CH2:9][CH2:10]1)[N:14]([CH2:15][C:16]1[CH:21]=[CH:20][C:19]([O:22][CH3:23])=[CH:18][CH:17]=1)[C:24]2=[O:34] |f:2.3.4,6.7,8.9.10|. Procedure: 4-[(3,5-Dichloro-2-iodo-benzoyl)-(4-methoxy-benzyl)-amino]-3,6-dihydro-2H-pyridine-1-carboxylic acid tert-butyl ester (9.0 g, 15 mmol) was dissolved in 100 mL of acetonitrile in a three flask fitted with a condenser and the mixture was sparged with N2 for 1 h. The flask was quickly opened and Pd(OAc)2 (336 mg, 1.5 mmol), PPh3 (786 mg, 3.0 mmol), K2CO3 (4.14 g, 30 mmol) and nBu4NBr (4.82 g, 15 mmol) was added. The mixture was heated to reflux overnight. After this time, the iodide was consumed an... Reactants: COCCBr, COc1ccc(I)c2nc(-c3ccc(C(C)C)cc3)[nH]c12. Product: COCCn1c(-c2ccc(C(C)C)cc2)nc2c(I)ccc(OC)c21. Reaction SMILES: [Br:22][CH2:23][CH2:24][O:25][CH3:26].[I:1][c:2]1[cH:3][cH:4][c:5]([O:20][CH3:21])[c:6]2[nH:7][c:8](-[c:11]3[cH:12][cH:13][c:14]([CH:17]([CH3:18])[CH3:19])[cH:15][cH:16]3)[n:9][c:10]12>>[I:1][c:2]1[cH:3][cH:4][c:5]([O:20][CH3:21])[c:6]2[n:7]([CH2:23][CH2:24][O:25][CH3:26])[c:8](-[c:11]3[cH:12][cH:13][c:14]([CH:17]([CH3:18])[CH3:19])[cH:15][cH:16]3)[n:9][c:10]12. The reactants are C, CCO, CCOC(C)=O, O=C[O-], O=C(NCc1ccc(OC(F)(F)F)cc1)C1CN(c2nc3nc(C4CC4)nc(Cl)c3s2)CCN1S(=O)(=O)c1ccc(C(F)(F)F)cc1, [NH4+], [Pd]. Yields the product O=C(NCc1ccc(OC(F)(F)F)cc1)C1CN(c2nc3nc(C4CC4)ncc3s2)CCN1S(=O)(=O)c1ccc(C(F)(F)F)cc1. Reaction SMILES: [C:61].[CH3:52][CH2:53][OH:54].[CH3:55][CH2:56][O:57][C:58](=[O:59])[CH3:60].[CH:48]([O-:49])=[O:50].[F:1][C:2]([O:3][c:4]1[cH:5][cH:6][c:7]([CH2:8][NH:9][C:10](=[O:11])[CH:12]2[N:13]([S:31](=[O:32])(=[O:33])[c:34]3[cH:35][cH:36][c:37]([C:40]([F:41])([F:42])[F:43])[cH:38][cH:39]3)[CH2:14][CH2:15][N:16]([c:18]3[s:19][c:20]4[c:21]([n:22][c:23]([CH:27]5[CH2:28][CH2:29]5)[n:24][c:25]4[Cl:26])[n:30]3)[CH2:17]2)[cH:44][cH:45]1)([F:46])[F:47].[NH4+:51].[Pd:62]>>[F:1][C:2]([O:3][c:4]1[cH:5][cH:6][c:7]([CH2:8][NH:9][C:10](=[O:11])[CH:12]2[N:13]([S:31](=[O:32])(=[O:33])[c:34]3[cH:35][cH:36][c:37]([C:40]([F:41])([F:42])[F:43])[cH:38][cH:39]3)[CH2:14][CH2:15][N:16]([c:18]3[s:19][c:20]4[c:21]([n:22][c:23]([CH:27]5[CH2:28][CH2:29]5)[n:24][cH:25]4)[n:30]3)[CH2:17]2)[cH:44][cH:45]1)([F:46])[F:47].